This data is from the Open Reaction Database (ORD), a public repository of structured organic reaction records. The task is: describe an organic reaction: reactants, conditions, products, and yield Starting materials: FC(C(=O)O)(F)F (trifluoroacetic acid), C(C)[SiH](CC)CC (triethylsilane), [Cl-].[Na+] (sodium chloride), solution, CC=1NC2=CC=CC=C2C1 (2-methyl-1H-indole), [N+](=O)([O-])C1=CC=C(C=O)C=C1 (p-nitro benzaldehyde), [OH-].[Na+] (sodium hydroxide). The solvent is ClCCl (dichloromethane), ClCCl (dichloromethane). Conditions: time 5 minute. The product is CC=1NC2=CC=CC=C2C1CC1=CC=C(C=C1)[N+](=O)[O-] (2-methyl-3-(4-nitrobenzyl)-1H-indole). The yield is 40.4%. Reaction SMILES: FC(F)(F)C(O)=O.C([SiH](CC)CC)C.[CH3:15][C:16]1[NH:17][C:18]2[C:23]([CH:24]=1)=[CH:22][CH:21]=[CH:20][CH:19]=2.[N+:25]([C:28]1[CH:35]=[CH:34][C:31]([CH:32]=O)=[CH:30][CH:29]=1)([O-:27])=[O:26].[OH-].[Na+].[Cl-].[Na+]>ClCCl>[CH3:15][C:16]1[NH:17][C:18]2[C:23]([C:24]=1[CH2:32][C:31]1[CH:34]=[CH:35][C:28]([N+:25]([O-:27])=[O:26])=[CH:29][CH:30]=1)=[CH:22][CH:21]=[CH:20][CH:19]=2 |f:4.5,6.7|. Procedure: In an ice water bath, into a reaction vessel were added trifluoroacetic acid (6.824 g, 60 mmol), triethylsilane (13.9 g, 120 mmol), dichloromethane 20 mL. After stirring for 5 min, a dichloromethane solution dissolving 2-methyl-1H-indole (5.24 g, 40 mmol) and p-nitro benzaldehyde (6.67 g, 44 mmol) was added dropwise slowly into the reaction vessel. After completion of dropwise addition, it was reacted maintaining this temperature for 1 h. It was adjusted to pH=8-9 with 2 M solution of sodium hyd... Reactants: C(C)(C)(C)C1=CC(=C(C=C1Cl)I)OCC (4-tert-butyl-5-chloro-2-ethoxy-1-iodobenzene), C[O-].[Na+] (sodium methoxide), COC=O (methylformate). The solvent is O1CCOCC1 (dioxane), O1CCOCC1 (dioxane). Reaction conditions: temperature 60 celsius. Yields the product C(C)(C)(C)C1=CC(=C(C(=O)OCC)C=C1Cl)OCC (ethyl 4-tert-butyl-5-chloro-2-ethoxybenzoate). Yield: 76.3%. Reaction SMILES: [C:1]([C:5]1[C:10]([Cl:11])=[CH:9][C:8](I)=[C:7]([O:13][CH2:14][CH3:15])[CH:6]=1)([CH3:4])([CH3:3])[CH3:2].[CH3:16][O-].[Na+].[CH3:19][O:20][CH:21]=[O:22]>O1CCOCC1>[C:1]([C:5]1[C:10]([Cl:11])=[CH:9][C:8]([C:21]([O:20][CH2:19][CH3:16])=[O:22])=[C:7]([O:13][CH2:14][CH3:15])[CH:6]=1)([CH3:4])([CH3:3])[CH3:2] |f:1.2|. Procedure: To a degassed solution of 4-tert-butyl-5-chloro-2-ethoxy-1-iodobenzene (2.2 g, 6.4 mmol), sodium methoxide (0.52 g, 9.6 mmol) and dichlorobistriphenylphosphinepalladium (0.25 g, 0.4 mmol) in dioxane (20 mL) was added methylformate (1.2 mL, 19.4 mmol). The resulting mixture was heated in an oil bath (60° C.) for 18 h and then allowed to cool. The solution was diluted with dioxane and filtered through a plug of Celite and concentrated. Purification of the crude residue by flash chromatography over... Starting materials: Clc1ncc(Br)cn1, c1ccc2c(c1)OCCOCCOc1ccccc1OCCOCCO2, Cc1ccccc1, [K+], [OH-], O, Oc1ccccc1. The product is Brc1cnc(Oc2ccccc2)nc1. Reaction SMILES: [Br:1][c:2]1[cH:3][n:4][c:5]([Cl:8])[n:6][cH:7]1.[CH2:16]1[O:17][CH2:18][CH2:19][O:20][c:21]2[c:22]([cH:23][cH:24][cH:25][cH:26]2)[O:27][CH2:28][CH2:29][O:30][CH2:31][CH2:32][O:33][c:34]2[c:35]([cH:36][cH:37][cH:38][cH:39]2)[O:40][CH2:41]1.[CH3:44][c:45]1[cH:46][cH:47][cH:48][cH:49][cH:50]1.[K+:43].[OH-:42].[OH2:51].[OH:9][c:10]1[cH:11][cH:12][cH:13][cH:14][cH:15]1>>[Br:1][c:2]1[cH:3][n:4][c:5]([O:9][c:10]2[cH:11][cH:12][cH:13][cH:14][cH:15]2)[n:6][cH:7]1. Reactants: C1(=CC=CC=C1)C=1N=C(NC1)C=O (4-phenyl-1H-imidazole-2-carbaldehyde), C([O-])([O-])=O.[K+].[K+] (potassium carbonate), [I-].[K+] (potassium iodide), BrCCCCBr (1,4-dibromobutane), ice water. The solvent is CN(C)C=O (DMF). Conditions: temperature 50 celsius, time 4 hour. Product: BrCCCCN1C(=NC(=C1)C1=CC=CC=C1)C=O (1-(4-bromobutyl)-4-phenyl-1H-imidazole-2-carbaldehyde). Yield: 65.7%. RXN SMILES: [C:1]1([C:7]2[N:8]=[C:9]([CH:12]=[O:13])[NH:10][CH:11]=2)[CH:6]=[CH:5][CH:4]=[CH:3][CH:2]=1.C(=O)([O-])[O-].[K+].[K+].[I-].[K+].[Br:22][CH2:23][CH2:24][CH2:25][CH2:26]Br>CN(C=O)C>[Br:22][CH2:23][CH2:24][CH2:25][CH2:26][N:10]1[CH:11]=[C:7]([C:1]2[CH:2]=[CH:3][CH:4]=[CH:5][CH:6]=2)[N:8]=[C:9]1[CH:12]=[O:13] |f:1.2.3,4.5|. Reported procedure: A mixture of 4-phenyl-1H-imidazole-2-carbaldehyde (1.79 g, 10.4 mmol), potassium carbonate (2.87 g, 20.8 mmol), potassium iodide (2.94 g, 17.7 mmol) and 1,4-dibromobutane (4.49 g, 20.8 mmol) in dry DMF (35 mL) were heated to 50° C. and stirred for 4 hours. The mixture was poured into ice-water (100 mL), and washed with EtOAc (2×80 mL). The combined organic layers were washed with brine (2×100 mL). The organic layer was dried over sodium sulfate, filtered, concentrated and then purified by column... The reactants are C12C(CC(C=C1)C2)NC(=S)NN (N1-bicyclo[2.2.1]hept-5-en-2-ylhydrazine-1-carbothioamide), CC1=CC=CC(=N1)C=O (6-methyl-2-pyridine carboxaldehyde). Yields the product C12C(CC(C=C1)C2)NC(NN=CC2=NC(=CC=C2)C)=S (4-(Bicyclo[2.2.1]hept-5-en-2-yl)-1-(6-methyl-pyridin-2-ylmethylidene)thiosemicarbazide), solid. The yield is 53.0%. Reaction SMILES: [CH:1]12[CH2:7][CH:4]([CH:5]=[CH:6]1)[CH2:3][CH:2]2[NH:8][C:9]([NH:11][NH2:12])=[S:10].[CH3:13][C:14]1[N:19]=[C:18]([CH:20]=O)[CH:17]=[CH:16][CH:15]=1>>[CH:1]12[CH2:7][CH:4]([CH:5]=[CH:6]1)[CH2:3][CH:2]2[NH:8][C:9](=[S:10])[NH:11][N:12]=[CH:20][C:18]1[CH:17]=[CH:16][CH:15]=[C:14]([CH3:13])[N:19]=1. Procedure: The title compound was prepared from a mixture of N1-bicyclo[2.2.1]hept-5-en-2-ylhydrazine-1-carbothioamide (100 mg, 0.545 mmol) and 6-methyl-2-pyridine carboxaldehyde (66 mg, 0.545 mmol) similar to Example 3 and isolated as a pale white solid (83 mg, 53%). 1H NMR (CDCl3): 10.46 (s, 1H), 8.00 (s, 1H), 7.68-7.61 (m, 3H), 7.15 (dd, J=2.1, 6.3 Hz, 1H), 6.22-6.13 (m, 2H), 4.28 (s, 1H), 3.07 (s, 1H), 2.94 (s, 1H), 1.91-1.83 (m, 1H), 2.57 (s, 3H), 1.64 (d, J=9.0 Hz, 1H), 1.53 (d, J=8.7 Hz, 1H), 1.49-1... Reactants: CC(=O)O, CCOC(=O)C1=CNCCN1C(=O)OC(C)(C)C. The product is CCOC(=O)C1CNCCN1C(=O)OC(C)(C)C. RXN SMILES: [C:19]([OH:20])(=[O:21])[CH3:22].[C:1]([CH3:2])([CH3:3])([CH3:4])[O:5][C:6](=[O:7])[N:8]1[C:9]([C:14](=[O:15])[O:16][CH2:17][CH3:18])=[CH:10][NH:11][CH2:12][CH2:13]1>>[C:1]([CH3:2])([CH3:3])([CH3:4])[O:5][C:6](=[O:7])[N:8]1[CH:9]([C:14](=[O:15])[O:16][CH2:17][CH3:18])[CH2:10][NH:11][CH2:12][CH2:13]1. Starting materials: C1(CCCC1)NC1=NC=CC(=C1)N1CCN(CC1)C(=O)OC(C)(C)C (tert-butyl 4-[2-(cyclopentylamino)pyridin-4-yl]piperazine-1-carboxylate), Cl.Cl.C1(CCCC1)NC1=NC=CC(=C1)N1CCNCC1 (N-Cyclopentyl-4-piperazin-1-ylpyridin-2-amine dihydrochloride). Isolated yield 93.0%. Product: C(C)(C)(C)OC(=O)N1CCN(CC1)C1=CC(=NC=C1)Cl (4-(2-Chloro-pyridin-4-yl)-piperazine-1-carboxylic acid tert-butyl ester). Reaction conditions: time 2 hour. As a reaction SMILES: [ClH:1].Cl.C1(NC2C=C(N3CCNCC3)C=CN=2)CCCC1.C1(N[C:27]2[CH:32]=[C:31]([N:33]3[CH2:38][CH2:37][N:36]([C:39]([O:41][C:42]([CH3:45])([CH3:44])[CH3:43])=[O:40])[CH2:35][CH2:34]3)[CH:30]=[CH:29][N:28]=2)CCCC1>C(O)=O.Cl>[C:42]([O:41][C:39]([N:36]1[CH2:37][CH2:38][N:33]([C:31]2[CH:30]=[CH:29][N:28]=[C:27]([Cl:1])[CH:32]=2)[CH2:34][CH2:35]1)=[O:40])([CH3:45])([CH3:44])[CH3:43] |f:0.1.2|. Run in C(=O)O (formic acid). The reagents and catalysts are Cl (HCl). Procedure: To a stirring solution of 2-chloro-4-bromopyridine (4.3 g, 22.5 mmol) in toluene (100 mL) was added piperazine-1-carboxylic acid tert-butyl ester (3.2 g, 17.2 mmol) and sodium tert-butoxide (2.5 g, 26.0 mmol). The flask was evacuated and flushed with N2(g) twice. A mixture of Xantphos (600 mg, 1.0 mmol) and Pd2(dba)3 (318 mg, 0.35 mmol) was added in one portion and the mixture was heated at 85° C. for 20 h. The mixture was cooled to rt, diluted with H2O (75 mL), and extracted with EtOAc (3×). Th...